Dataset: the Open Reaction Database (ORD), a public repository of structured organic reaction records. Task: describe an organic reaction: reactants, conditions, products, and yield Starting materials: C(C)(=O)OCC1=NC=2N(C(=C1)Cl)N=C(N2)C(=O)OC (Methyl 5-(acetoxymethyl)-7-chloro-s-triazolo[1,5-a]pyrimidine-2-carboxylate), O.S.[Na] (sodium hydrogen sulphide monohydrate). The solvent is CO (methanol). Run at temperature 60 celsius, time 5 hour. The product is OCC1=NC=2N(C(=C1)S)N=C(N2)C(=O)OC (methyl 5-(hydroxymethyl)-7-mercapto-s-triazolo[1,5-a]pyrimidine-2-carboxylate). The yield is 90.8%. Reaction SMILES: C([O:4][CH2:5][C:6]1[CH:11]=[C:10](Cl)[N:9]2[N:13]=[C:14]([C:16]([O:18][CH3:19])=[O:17])[N:15]=[C:8]2[N:7]=1)(=O)C.O.[SH2:21].[Na]>CO>[OH:4][CH2:5][C:6]1[CH:11]=[C:10]([SH:21])[N:9]2[N:13]=[C:14]([C:16]([O:18][CH3:19])=[O:17])[N:15]=[C:8]2[N:7]=1 |f:1.2.3,^1:21|. Procedure: Methyl 5-(acetoxymethyl)-7-chloro-s-triazolo[1,5-a]pyrimidine-2-carboxylate (380 mg) (1.33 mmol) are dissolved in 20 ml of methanol. After the addition of 296 mg (4 mmol) of sodium hydrogen sulphide monohydrate the mixture is stirred at 60° C. for 5 hours. The reaction mixture is concentrated and brought to pH 3 with dilute aqueous hydrochloric acid. The product is filtered off under suction, washed with water/methanol and crystallized from methanol. There are obtained 290 mg of methyl 5-(hydrox... The reactants are Cc1cccc(CN2CCN(C(C(=O)OC(C)(C)C)C(C)(C)C)C2=O)n1, ClCCl, O=C(O)C(F)(F)F. The product is Cc1cccc(CN2CCN(C(C(=O)O)C(C)(C)C)C2=O)n1. Reaction SMILES: [C:1]([CH3:2])([CH3:3])([CH3:4])[O:5][C:6]([CH:7]([C:8]([CH3:9])([CH3:10])[CH3:11])[N:12]1[C:13](=[O:25])[N:14]([CH2:17][c:18]2[n:19][c:20]([CH3:24])[cH:21][cH:22][cH:23]2)[CH2:15][CH2:16]1)=[O:26].[Cl:34][CH2:35][Cl:36].[OH:27][C:28]([C:29]([F:30])([F:31])[F:32])=[O:33]>>[O:5]=[C:6]([CH:7]([C:8]([CH3:9])([CH3:10])[CH3:11])[N:12]1[C:13](=[O:25])[N:14]([CH2:17][c:18]2[n:19][c:20]([CH3:24])[cH:21][cH:22][cH:23]2)[CH2:15][CH2:16]1)[OH:26].